From a dataset of the Open Reaction Database (ORD), a public repository of structured organic reaction records. describe an organic reaction: reactants, conditions, products, and yield Starting materials: BrCCCCCCCl (1-bromo-6-chlorohexane), N1C=CC2=CC=CC=C12 (1-H-indole), [H-].[Na+] (NaH). The solvent is CN(C)C=O (DMF), CN(C)C=O (DMF), CCOC(=O)C (EtOAc). Conditions: time 30 minute. Product: ClCCCCCCN1C=CC2=CC=CC=C12 (1-(6-CHLOROHEXYL)-1H-INDOLE). Yield: 76.4%. As a reaction SMILES: [H-].[Na+].[NH:3]1[C:11]2[C:6](=[CH:7][CH:8]=[CH:9][CH:10]=2)[CH:5]=[CH:4]1.Br[CH2:13][CH2:14][CH2:15][CH2:16][CH2:17][CH2:18][Cl:19]>CN(C=O)C.CCOC(C)=O>[Cl:19][CH2:18][CH2:17][CH2:16][CH2:15][CH2:14][CH2:13][N:3]1[C:11]2[C:6](=[CH:7][CH:8]=[CH:9][CH:10]=2)[CH:5]=[CH:4]1 |f:0.1|. Procedure: To a mixture of NaH (0.249 g, 10.0 mmol) in DMF (5 mL) at 0° C. was added a solution of 1-H-indole (0.585 g, 5.00 mmol) in DMF (2 mL). The reaction mixture was stirred for 30 minutes and warmed up to room temperature. Then 1-bromo-6-chlorohexane (0.998 g, 5.00 mmol) was added dropwise by syringe and the reaction mixture was stirred overnight. The reaction mixture was diluted with EtOAc (30 mL), washed with water (3×10 mL), dried over MgSO4, concentrated in vacuo and purified by chromatography us... Starting materials: [H][H] (hydrogen), [N+](=O)([O-])C=1C=C(C=C2[C@]3([C@@H](N(C12)C)N(CC3)C)C)O ((3 aS-cis)-1,2,3,3a,8,8a-hexahydro-7-nitro-1,3a,8-trimethylpyrrolo[2,3-b]indol-5-ol), methyl carbamate ester, C(C)(=O)OC(C)=O (acetic anhydride). Reagents/catalysts: [Pt] (platinum-on-carbon). Reaction SMILES: [N+:1]([C:4]1[CH:5]=[C:6]([OH:19])[CH:7]=[C:8]2[C:12]=1[N:11]([CH3:13])[C@H:10]1[N:14]([CH3:17])[CH2:15][CH2:16][C@@:9]21[CH3:18])([O-])=O.[C:20](OC(=O)C)(=[O:22])[CH3:21].[H][H]>[Pt].O1CCCC1>[C:20]([NH:1][C:4]1[CH:5]=[C:6]([OH:19])[CH:7]=[C:8]2[C:12]=1[N:11]([CH3:13])[C@H:10]1[N:14]([CH3:17])[CH2:15][CH2:16][C@@:9]21[CH3:18])(=[O:22])[CH3:21]. Run in O1CCCC1 (tetrahydrofuran). Reported procedure: A Parr hydrogenation bottle is charged with 3.20 g of (3 aS-cis)-1,2,3,3a,8,8a-hexahydro-7-nitro-1,3a,8-trimethylpyrrolo[2,3-b]indol-5-ol, methyl carbamate ester, 0.3 g of 1% platinum-on-carbon catalyst, 1.53 g of acetic anhydride and 50 ml of degassed tetrahydrofuran. The mixture is shaken at room temperature under an initial hydrogen pressure of 40 psi (pounds per square inch) until uptake of hydrogen ceases. The catalyst is removed by filtration and the filtrate is concentrated in vacuo to af... Product: C(C)(=O)NC=1C=C(C=C2[C@]3([C@@H](N(C12)C)N(CC3)C)C)O (7-acetylamino-(3aS-cis)-1,2,3,3a,8,8a-hexahydro-1,3a,8-trimethylpyrrolo[2,3-b]indol-5-ol), methyl carbamate ester. Reactants: BrCC#CCC1=CC=CC=C1 (1-bromo-4-phenyl-2-butyne), C([O-])([O-])=O.[K+].[K+] (potassium carbonate), ice water, [I-].[K+] (potassium iodide), ON1C(C=2C(C1=O)=CC=CC2)=O (N-hydroxyphthalimide). Run in CN1C(CCC1)=O (N-methylpyrrolid-2-one). Conditions: time 5 hour. The product is C1(=CC=CC=C1)CC#CCON1C(C=2C(C1=O)=CC=CC2)=O (N-(4-Phenyl-2-butynyloxy)-phthalimide). RXN SMILES: Br[CH2:2][C:3]#[C:4][CH2:5][C:6]1[CH:11]=[CH:10][CH:9]=[CH:8][CH:7]=1.[I-].[K+].[OH:14][N:15]1[C:19](=[O:20])[C:18]2=[CH:21][CH:22]=[CH:23][CH:24]=[C:17]2[C:16]1=[O:25].C(=O)([O-])[O-].[K+].[K+]>CN1CCCC1=O>[C:6]1([CH2:5][C:4]#[C:3][CH2:2][O:14][N:15]2[C:16](=[O:25])[C:17]3=[CH:24][CH:23]=[CH:22][CH:21]=[C:18]3[C:19]2=[O:20])[CH:11]=[CH:10][CH:9]=[CH:8][CH:7]=1 |f:1.2,4.5.6|. Procedure: 51.3 g (0.23 mol) of the 1-bromo-4-phenyl-2-butyne obtained above were added dropwise in the course of 30 minutes to a mixture consisting of 230 ml of N-methylpyrrolid-2-one, 3 g of potassium iodide, 37 g (0.23 mol) of N-hydroxyphthalimide and 20.6 g (0.15 mol) of potassium carbonate. Stirring was carried out for a further 5 hours at 60° C. and then overnight at room temperature, the mixture was poured into 800 ml of ice water and the precipitated crystals were filtered off under suction and was...